Dataset: the Open Reaction Database (ORD), a public repository of structured organic reaction records. Task: describe an organic reaction: reactants, conditions, products, and yield The reactants are N1C(=NC=C1)C=O (2-imidazolecarboxaldehyde), CCCCCCCCCCCCN (n-laurylamine). The reagents and catalysts are [Pd] (Pd-C). Solvent: C(C)(=O)OCC (ethyl acetate). Run at time 24 hour. The product is C(CCCCCCCCCCC)NCC=1NC=CN1 (N-lauryl-2-imidazole methyl amine). Isolated yield 60.1%. As a reaction SMILES: [NH:1]1[CH:5]=[CH:4][N:3]=[C:2]1[CH:6]=O.[CH3:8][CH2:9][CH2:10][CH2:11][CH2:12][CH2:13][CH2:14][CH2:15][CH2:16][CH2:17][CH2:18][CH2:19][NH2:20]>[Pd].C(OCC)(=O)C>[CH2:19]([NH:20][CH2:6][C:2]1[NH:3][CH:4]=[CH:5][N:1]=1)[CH2:18][CH2:17][CH2:16][CH2:15][CH2:14][CH2:13][CH2:12][CH2:11][CH2:10][CH2:9][CH3:8]. Procedure details: In a 500-ml autoclave were placed 2-imidazolecarboxaldehyde (6.9 g (70 mmol), product of Aldrich), n-laurylamine (12.8 g (69 mmol)), 5% Pd-C (2 g), and ethyl acetate (200 ml). The contents of the flask were stirred for 24 hours at room temperature under hydrogen (20 kg/cm2). The catalyst was removed, and the solvent was concentrated. Purification via silica gel column chromatography (n-hexane:ethyl acetate=2:1) afforded 11.0 g of N-lauryl-2-imidazole methyl amine as white crystals (yield: 60%). The reactants are N1(N=NC=C1)CCCCC1=CC=C(C=C1)O (4-(4-[1,2,3]triazol-1-yl-butyl)phenol), [H-].[Na+] (sodium hydride), O (water), ClCC=1C=CC(=NC1)C1=CC=C(C=C1)Cl (5-Chloromethyl-2-(4-chloro-phenyl)-pyridine). Solvent: CN(C=O)C (N,N-dimethylformamide). Conditions: temperature 0 celsius, time 30 minute. Yields the product ClC1=CC=C(C=C1)C1=NC=C(C=C1)COC1=CC=C(C=C1)CCCCN1N=NC=C1 (2-(4-Chloro-phenyl)-5-[4-(4-[1,2,3]triazol-1-yl-butyl)-phenoxymethyl]-pyridine). The yield is 68.8%. As a reaction SMILES: [N:1]1([CH2:6][CH2:7][CH2:8][CH2:9][C:10]2[CH:15]=[CH:14][C:13]([OH:16])=[CH:12][CH:11]=2)[CH:5]=[CH:4][N:3]=[N:2]1.[H-].[Na+].Cl[CH2:20][C:21]1[CH:22]=[CH:23][C:24]([C:27]2[CH:32]=[CH:31][C:30]([Cl:33])=[CH:29][CH:28]=2)=[N:25][CH:26]=1.O>CN(C)C=O>[Cl:33][C:30]1[CH:29]=[CH:28][C:27]([C:24]2[CH:23]=[CH:22][C:21]([CH2:20][O:16][C:13]3[CH:12]=[CH:11][C:10]([CH2:9][CH2:8][CH2:7][CH2:6][N:1]4[CH:5]=[CH:4][N:3]=[N:2]4)=[CH:15][CH:14]=3)=[CH:26][N:25]=2)=[CH:32][CH:31]=1 |f:1.2|. Procedure details: A solution of 91 mg (0.42 mmol) 4-(4-[1,2,3]triazol-1-yl-butyl)phenol in 4.0 ml N,N-dimethylformamide was treated at 0° C. with 18 mg (0.44 mmol) of 60% sodium hydride and stirred at 0° C. for 30 min. Then 100 mg (0.42 mmol) 5-Chloromethyl-2-(4-chloro-phenyl)-pyridine (GB 1147068) were added and stirred continued over night. After addition of 8 ml water, the precipitate was isolated, washed thoroughly with water, methanol/water 1:1 and diisopropylether. The residue was dried at 40° C. to give 12... Starting materials: C(C)OC(CC1=C(C=CC=C1)OCOC)=O (ethyl-(2-methoxymethoxyphenyl)acetate), [OH-].[Na+] (sodium hydroxide). Solvent: CO (methanol). Conditions: time 5 hour. Product: COCOC1=C(C=CC=C1)CC(=O)O ((2-methoxymethoxyphenyl)acetic acid). The yield is 77.9%. As a reaction SMILES: C([O:3][C:4](=[O:16])[CH2:5][C:6]1[CH:11]=[CH:10][CH:9]=[CH:8][C:7]=1[O:12][CH2:13][O:14][CH3:15])C.[OH-].[Na+]>CO>[CH3:15][O:14][CH2:13][O:12][C:7]1[CH:8]=[CH:9][CH:10]=[CH:11][C:6]=1[CH2:5][C:4]([OH:16])=[O:3] |f:1.2|. Procedure details: To 20 mL of a methanol solution containing 0.69 g of ethyl-(2-methoxymethoxyphenyl)acetate, 16 mL of 1M aqueous sodium hydroxide solution was added and stirred at room temperature for 5 hours. From the reaction liquid the solvent was distilled off under reduced pressure and the residue was rendered acidic with 2M aqueous citric acid solution and extracted with ethyl acetate. The ethyl acetate extract was dried over anhydrous magnesium sulfate and thereafter the solvent therein was distilled off ... The reactants are OC=1C2=C(N=CN1)SC(=C2)CCNC(OC(C)(C)C)=O (tert-butyl N-(2-[4-hydroxythieno[2,3-d]pyrimidin-6-yl]ethyl)carbamate), C1=CC=C(C=C1)P(C2=CC=CC=C2)C3=CC=CC=C3 (PPh3), C(Cl)(Cl)(Cl)Cl (CCl4). Run in ClCCCl (DCE). Reaction conditions: time 1 hour. Yields the product ClC=1C2=C(N=CN1)SC(=C2)CCNC(OC(C)(C)C)=O (tert-butyl N-(2-[4-chlorothieno[2,3-d]pyrimidin-6-yl]ethyl)carbamate). The yield is 40.9%. As a reaction SMILES: O[C:2]1[C:3]2[CH:10]=[C:9]([CH2:11][CH2:12][NH:13][C:14](=[O:20])[O:15][C:16]([CH3:19])([CH3:18])[CH3:17])[S:8][C:4]=2[N:5]=[CH:6][N:7]=1.C1C=CC(P(C2C=CC=CC=2)C2C=CC=CC=2)=CC=1.C(Cl)(Cl)(Cl)[Cl:41]>ClCCCl>[Cl:41][C:2]1[C:3]2[CH:10]=[C:9]([CH2:11][CH2:12][NH:13][C:14](=[O:20])[O:15][C:16]([CH3:19])([CH3:18])[CH3:17])[S:8][C:4]=2[N:5]=[CH:6][N:7]=1. Procedure: To a solution of tert-butyl N-(2-[4-hydroxythieno[2,3-d]pyrimidin-6-yl]ethyl)carbamate (2.3 g, 7.79 mmol, 1.00 equiv) in DCE (300 mL) was added PPh3 (4.1 g, 15.63 mmol, 2.00 equiv). The solution was stirred for 1 h at room temperature under nitrogen. Then CCl4 (3.6 g, 23.38 mmol, 3.00 equiv) was added and the resulting solution was stirred at 72° C. overnight. After cooling, the resulting mixture was concentrated under vacuum. The residue was applied onto a silica gel column with ethyl acetate/p... Reactants: CC(C)(C)OC(=O)N1CCN(C(=O)CSc2cnc(NC(=O)C(CC3CCCC3)c3ccc(S(C)(=O)=O)cc3)s2)CC1, ClC(Cl)Cl, O=C(O)C(F)(F)F. Yields the product CS(=O)(=O)c1ccc(C(CC2CCCC2)C(=O)Nc2ncc(SCC(=O)N3CCNCC3)s2)cc1. As a reaction SMILES: [C:1]([O:2][C:3](=[O:4])[N:8]1[CH2:9][CH2:10][N:11]([C:14]([CH2:15][S:16][c:17]2[cH:18][n:19][c:20]([NH:22][C:23]([CH:24]([CH2:25][CH:26]3[CH2:27][CH2:28][CH2:29][CH2:30]3)[c:31]3[cH:32][cH:33][c:34]([S:37](=[O:38])(=[O:39])[CH3:40])[cH:35][cH:36]3)=[O:41])[s:21]2)=[O:42])[CH2:12][CH2:13]1)([CH3:5])([CH3:6])[CH3:7].[CH:43]([Cl:44])([Cl:45])[Cl:46].[F:47][C:48]([F:49])([F:50])[C:51]([OH:52])=[O:53]>>[NH:8]1[CH2:9][CH2:10][N:11]([C:14]([CH2:15][S:16][c:17]2[cH:18][n:19][c:20]([NH:22][C:23]([CH:24]([CH2:25][CH:26]3[CH2:27][CH2:28][CH2:29][CH2:30]3)[c:31]3[cH:32][cH:33][c:34]([S:37](=[O:38])(=[O:39])[CH3:40])[cH:35][cH:36]3)=[O:41])[s:21]2)=[O:42])[CH2:12][CH2:13]1.